Dataset: the Open Reaction Database (ORD), a public repository of structured organic reaction records. Task: describe an organic reaction: reactants, conditions, products, and yield Starting materials: FC=1C=C(C=CC1F)C1=NNC2=C1CN(CC2)C(=O)OC(C)(C)C (tert-butyl 3-(3,4-difluorophenyl)-6,7-dihydro-1H-pyrazolo[4,3-c]pyridine-5(4H)-carboxylate), O1CC(CCC1)=O (dihydro-2H-pyran-3(4H)-one), FC1=C(C(=O)Cl)C=C(C(=C1)F)F (2,4,5-trifluorobenzoyl chloride). Product: FC1=C(C=C(C(=C1)F)F)C=1C2=C(NN1)COCC2 (3-(2,4,5-trifluorophenyl)-1,4,5,7-tetrahydropyrano[3,4-c]pyrazole). RXN SMILES: [F:1][C:2]1[CH:3]=[C:4]([C:9]2[C:13]3[CH2:14]N(C(OC(C)(C)C)=O)C[CH2:17][C:12]=3[NH:11][N:10]=2)[CH:5]=[CH:6][C:7]=1[F:8].O1CCC[C:27](=[O:31])C1.[F:32]C1C=C(F)C(F)=CC=1C(Cl)=O>>[F:32][C:5]1[CH:6]=[C:7]([F:8])[C:2]([F:1])=[CH:3][C:4]=1[C:9]1[C:13]2[CH2:14][CH2:27][O:31][CH2:17][C:12]=2[NH:11][N:10]=1. Reported procedure: Intermediate 16D was prepared according to the procedure for the synthesis of intermediate 15 by replacing 1-Boc-4-piperidone with dihydro-2H-pyran-3(4H)-one, and replacing 3,4-difluorobenzoyl chloride with 2,4,5-trifluorobenzoyl chloride. LCMS (+ESI) m/z=255 [M+H]+. The reactants are COC1(C(CN(CC1)C1=CC=C(C=C1)N1C(O[C@@H](C1)CN=[N+]=[N-])=O)(F)F)OC ((S)-{3-[4-(4,4-dimethoxy-3,3-difluoropiperidin-1-yl)-phenyl]-2-oxo-oxazolidin-5-ylmethyl}-azide). Reagents/catalysts: [Pd] (palladium on carbon). Solvent: C(C)(=O)OCC (ethyl acetate). Run at time 10 hour. Yields the product COC1(C(CN(CC1)C1=CC=C(C=C1)N1C(O[C@H](C1)CN)=O)(F)F)OC ((S)-{3-[4-(4,4-dimethoxy-3,3-difluoropiperidin-1-yl)-phenyl]-2-oxo-oxazolidin-5-ylmethyl}-amine). Yield: 88.0%. Reaction SMILES: [CH3:1][O:2][C:3]1([O:27][CH3:28])[CH2:8][CH2:7][N:6]([C:9]2[CH:14]=[CH:13][C:12]([N:15]3[CH2:19][C@@H:18]([CH2:20][N:21]=[N+]=[N-])[O:17][C:16]3=[O:24])=[CH:11][CH:10]=2)[CH2:5][C:4]1([F:26])[F:25]>[Pd].C(OCC)(=O)C>[CH3:28][O:27][C:3]1([O:2][CH3:1])[CH2:8][CH2:7][N:6]([C:9]2[CH:14]=[CH:13][C:12]([N:15]3[CH2:19][C@H:18]([CH2:20][NH2:21])[O:17][C:16]3=[O:24])=[CH:11][CH:10]=2)[CH2:5][C:4]1([F:26])[F:25]. Procedure details: The suspension of (S)-{3-[4-(4,4-dimethoxy-3,3-difluoropiperidin-1-yl)-phenyl]-2-oxo-oxazolidin-5-ylmethyl}-azide (10 mmol) and 10% palladium on carbon (0.15 g) was in ethyl acetate was stirred at a room temperature under hydrogen atmosphere for 10 hours. The reaction mixture was filtered and the filtrate was concentrated to give a residue, which was purified on silica gel column chromatography to provide title compound in 88% yield. The reactants are OCCNc1cc(Cl)nnc1Cl, NN, O. The product is NNc1nnc(Cl)cc1NCCO. As a reaction SMILES: [Cl:1][c:2]1[n:3][n:4][c:5]([Cl:12])[cH:6][c:7]1[NH:8][CH2:9][CH2:10][OH:11].[NH2:13][NH2:14].[OH2:15]>>[c:2]1([NH:13][NH2:14])[n:3][n:4][c:5]([Cl:12])[cH:6][c:7]1[NH:8][CH2:9][CH2:10][OH:11]. Reactants: C(C)(C)(C)C1=NN(C(=C1)CNC(OC(C)(C)C)=O)C1=CC=C(C=C1)F (tert-butyl (3-tert-butyl-1-(4-fluorophenyl)-1H-pyrazol-5-yl)methylcarbamate), FC(C(=O)O)(F)F (trifluoroacetic acid). The solvent is ClCCl (dichloromethane). Reaction conditions: time 8 hour. Yields the product C(C)(C)(C)C1=NN(C(=C1)CN)C1=CC=C(C=C1)F ((3-tert-butyl-1-(4-fluorophenyl)-1H-pyrazol-5-yl)methanamine). Isolated yield 76.9%. RXN SMILES: [C:1]([C:5]1[CH:9]=[C:8]([CH2:10][NH:11]C(=O)OC(C)(C)C)[N:7]([C:19]2[CH:24]=[CH:23][C:22]([F:25])=[CH:21][CH:20]=2)[N:6]=1)([CH3:4])([CH3:3])[CH3:2].FC(F)(F)C(O)=O>ClCCl>[C:1]([C:5]1[CH:9]=[C:8]([CH2:10][NH2:11])[N:7]([C:19]2[CH:20]=[CH:21][C:22]([F:25])=[CH:23][CH:24]=2)[N:6]=1)([CH3:4])([CH3:2])[CH3:3]. Procedure details: In 3 mL of dichloromethane, tert-butyl (3-tert-butyl-1-(4-fluorophenyl)-1H-pyrazol-5-yl)methylcarbamate (232 mg, 0.668 mmol, 1 equiv.) was dissolved and trifluoroacetic acid (0.496 mg, 0.331 ml, 6.5 equiv.) was added. The reaction mixture was stirred overnight at room temperature, extracted with aqueous sodium carbonate (c=1 mol/L), dried over magnesium sulfate and evaporated to give (3-tert-butyl-1-(4-fluorophenyl)-1H-pyrazol-5-yl)methanamine (127 mg) which was used without further purification...